Task: describe an organic reaction: reactants, conditions, products, and yield. Dataset: the Open Reaction Database (ORD), a public repository of structured organic reaction records The reactants are CC1(C(C(CC1)C)OC([C@H](NC(=O)OCC1=CC=CC=C1)COC)=O)C (N-Cbz-D-serine methyl ether 2,2,5-trimethylcyclopentyl ester). The reagents and catalysts are [Pd] (Pd/C). The solvent is CO (CH3OH). Product: CC1(C(C(CC1)C)OC([C@H](N)COC)=O)C (3-methoxy-D-alanine 2,2,5-trimethylcyclopentyl ester). RXN SMILES: [CH3:1][C:2]1([CH3:26])[CH2:6][CH2:5][CH:4]([CH3:7])[CH:3]1[O:8][C:9](=[O:25])[C@@H:10]([CH2:22][O:23][CH3:24])[NH:11]C(OCC1C=CC=CC=1)=O>CO.[Pd]>[CH3:26][C:2]1([CH3:1])[CH2:6][CH2:5][CH:4]([CH3:7])[CH:3]1[O:8][C:9](=[O:25])[C@@H:10]([CH2:22][O:23][CH3:24])[NH2:11]. Procedure: To a solution of 5 g N-Cbz-D-serine 2,2,5-trimethylcyclopentyl ester in 50 ml dry CH2Cl2 is added 2 equivalents of Ag2O and 2 equivalents of methyl iodide. After stirring for 2 hours, the mixture is filtered and concentrated to yield the methyl ether of N-Cbz-D-serine 2,2,5-trimethylcyclopentyl ester. 3 g of N-Cbz-D-serine methyl ether 2,2,5-trimethylcyclopentyl ester is hydrogenated over 0.5 g 10% Pd/C in 100 ml CH3OH. Upon completion, the mixture is filtered and concentrated to yield 3-methoxy...